This data is from the Open Reaction Database (ORD), a public repository of structured organic reaction records. The task is: describe an organic reaction: reactants, conditions, products, and yield The reactants are NCC(C)N (1,2-Diaminopropane), C(CCCCCCCC)(=O)O (pelargonic acid). Conditions: temperature 170 celsius. Product: CC1N=C(NC1)CCCCCCCC (4-methyl-2-octyl-2-imidazoline). RXN SMILES: [NH2:1][CH2:2][CH:3]([NH2:5])[CH3:4].[C:6](O)(=O)[CH2:7][CH2:8][CH2:9][CH2:10][CH2:11][CH2:12][CH2:13][CH3:14]>>[CH3:4][CH:3]1[CH2:2][NH:1][C:6]([CH2:7][CH2:8][CH2:9][CH2:10][CH2:11][CH2:12][CH2:13][CH3:14])=[N:5]1. Procedure: 1,2-Diaminopropane 61.5 g (0.7 mole) was delivered to a reaction vessel and pelargonic acid 112 g (0.7 mole) was added slowly. The mixture was slowly heated to 170° C. while removing water of reaction. There was obtained 4-methyl-2-octyl-2-imidazoline. To it was added 42 g of paraformaldehyde with stirring. The mixture was heated to about 100° C. for 3 hours to produce N1 -hydroxymethyl-4-methyl-2-octyl-2-imidazoline. The reactants are [Br-], [Zn+]C1CCCC1, COC(=O)c1cc(-c2cncc(C)c2)cnc1Cl, C1COCCO1, c1ccc(P(c2ccccc2)(c2ccccc2)[Pd](P(c2ccccc2)(c2ccccc2)c2ccccc2)(P(c2ccccc2)(c2ccccc2)c2ccccc2)P(c2ccccc2)(c2ccccc2)c2ccccc2)cc1. The product is COC(=O)c1cc(-c2cncc(C)c2)cnc1C1CCCC1. As a reaction SMILES: [Br-:19].[CH:20]1([Zn+:25])[CH2:21][CH2:22][CH2:23][CH2:24]1.[Cl:1][c:2]1[c:3]([C:15](=[O:16])[O:17][CH3:18])[cH:4][c:5](-[c:8]2[cH:9][n:10][cH:11][c:12]([CH3:14])[cH:13]2)[cH:6][n:7]1.[O:26]1[CH2:27][CH2:28][O:29][CH2:30][CH2:31]1.[cH:32]1[cH:33][cH:34][c:35]([P:36]([Pd:37]([P:38]([c:39]2[cH:40][cH:41][cH:42][cH:43][cH:44]2)([c:45]2[cH:46][cH:47][cH:48][cH:49][cH:50]2)[c:51]2[cH:52][cH:53][cH:54][cH:55][cH:56]2)([P:57]([c:58]2[cH:59][cH:60][cH:61][cH:62][cH:63]2)([c:64]2[cH:65][cH:66][cH:67][cH:68][cH:69]2)[c:70]2[cH:71][cH:72][cH:73][cH:74][cH:75]2)[P:76]([c:77]2[cH:78][cH:79][cH:80][cH:81][cH:82]2)([c:83]2[cH:84][cH:85][cH:86][cH:87][cH:88]2)[c:89]2[cH:90][cH:91][cH:92][cH:93][cH:94]2)([c:95]2[cH:96][cH:97][cH:98][cH:99][cH:100]2)[c:101]2[cH:102][cH:103][cH:104][cH:105][cH:106]2)[cH:107][cH:108]1>>[c:2]1([CH:20]2[CH2:21][CH2:22][CH2:23][CH2:24]2)[c:3]([C:15](=[O:16])[O:17][CH3:18])[cH:4][c:5](-[c:8]2[cH:9][n:10][cH:11][c:12]([CH3:14])[cH:13]2)[cH:6][n:7]1.